This data is from the Open Reaction Database (ORD), a public repository of structured organic reaction records. The task is: describe an organic reaction: reactants, conditions, products, and yield Reactants: CCSc1nnc(C(N)=O)s1, CC(=O)O, OO. Product: CCS(=O)c1nnc(C(N)=O)s1. As a reaction SMILES: [CH2:1]([CH3:2])[S:3][c:4]1[n:5][n:6][c:7]([C:9](=[O:10])[NH2:11])[s:8]1.[CH3:14][C:15](=[O:16])[OH:17].[OH:12][OH:13]>>[CH2:1]([CH3:2])[S:3]([c:4]1[n:5][n:6][c:7]([C:9](=[O:10])[NH2:11])[s:8]1)=[O:12]. Starting materials: Cl.NOCC(=O)OC(C)C (isopropyl aminooxyacetate hydrochloride), C1=CC=C2C=CN=C3C2=C1N1C=CC=C1C3=O (7H-indolizino[5,6,7-ij]isoquinolin-7-one). Run in O (water), O (water), C(C)O (ethanol), N1=CC=CC=C1 (pyridine). Yields the product C(C)(C)OC(=O)CON=C1C2=CC=CN2C=2C=CC=C3C=CN=C1C23 (7-isopropoxycarbonylmethoxyimino-7H-indolizino[5,6,7-ij]isoquinoline). The yield is 74.3%. Reaction SMILES: Cl.[NH2:2][O:3][CH2:4][C:5]([O:7][CH:8]([CH3:10])[CH3:9])=[O:6].[CH:11]1[C:20]2[N:21]3[C:25]([C:26](=O)[C:18]4[C:19]=2[C:14]([CH:15]=[CH:16][N:17]=4)=[CH:13][CH:12]=1)=[CH:24][CH:23]=[CH:22]3>O.C(O)C.N1C=CC=CC=1>[CH:8]([O:7][C:5]([CH2:4][O:3][N:2]=[C:26]1[C:18]2[C:19]3[C:14]([CH:15]=[CH:16][N:17]=2)=[CH:13][CH:12]=[CH:11][C:20]=3[N:21]2[C:25]1=[CH:24][CH:23]=[CH:22]2)=[O:6])([CH3:10])[CH3:9] |f:0.1|. Procedure: A solution of isopropyl aminooxyacetate hydrochloride (23.4 g.) in water (128 cc.) is added to a stirred boiling suspension of 7H-indolizino[5,6,7-ij]isoquinolin-7-one (16.0 g.) in ethanol (320 cc.) and pyridine (11.05 g.). Boiling is maintained for 2 hours 45 minutes. After cooling to a temperature of about 20° C., water (960 cc.) is added with stirring. After stirring for 16 hours, the brown amorphous product which has precipitated is filtered off, then washed with distilled water and dissolve... Reactants: CCOC(=O)C (EtOAc), product, Cl (HCl), CCOC(=O)C (EtOAc), amine, C(#N)C1=CC=C(CN2C=NC=C2C=O)C=C1 (1-(4-Cyanobenzyl)-5-imidazolecarboxaldehyde), C(C)(=O)O (acetic acid), C(#N)[BH3-].[Na+] (sodium cyanoborohydride). Solvent: CO.C1CCOC1 (MeOH THF). Conditions: time 40 minute. The product is C(#N)C1=CC=C(CN2C=NC=C2CN[C@H](CNC2=C(C(=CC=C2)C)C)CCCC)C=C1 ((S)-2-[(1-(4-Cyanobenzyl)-5-imidazolylmethyl)amino]-1-[(2,3-dimethylphenyl)amino]hexane). RXN SMILES: Cl.[C:2]([C:4]1[CH:17]=[CH:16][C:7]([CH2:8][N:9]2[C:13]([CH:14]=O)=[CH:12][N:11]=[CH:10]2)=[CH:6][CH:5]=1)#[N:3].[C:18](O)(=O)[CH3:19].[C:22]([BH3-])#[N:23].[Na+].CCO[C:29]([CH3:31])=O>CO.C1COCC1>[C:2]([C:4]1[CH:17]=[CH:16][C:7]([CH2:8][N:9]2[C:13]([CH2:14][NH:9][C@@H:13]([CH2:29][CH2:31][CH2:18][CH3:19])[CH2:12][NH:23][C:22]3[CH:7]=[CH:6][CH:5]=[C:4]([CH3:2])[C:17]=3[CH3:16])=[CH:12][N:11]=[CH:10]2)=[CH:6][CH:5]=1)#[N:3] |f:3.4,6.7|. Procedure: Through a solution of the product from Step 1 (533 mg, 1.47 mmol) in 20 mL of EtOAc at 0° C. was bubbled HCl gas. The saturated solution was warmed to room temperature and stirred for 40 minutes, then concentrated in vacuo. To a solution of this amine salt in 6 mL of 1:1 MeOH/THF at 0° C. was added the aldehyde from Step E (325 mg, 1.54 mmol) and 0.05 mL of acetic acid. After one hour, sodium cyanoborohydride was added (97 mg, 1.54 mmol), and the solution was allowed to warm to room temperature ... Reactants: C([O-])([O-])=O (carbonate), CS(=O)(=O)O.C(C1=CC=CC=C1)(=O)OC1=C(C=C(C=C1)C(N)=N)[N+](=O)[O-] (4-amidino-2-nitrophenyl benzoate methanesulfonate), CS(=O)(=O)O (methanesulfonic acid), C(C)OCC (ethyl ether). Run in CO (methanol). Product: C(C1=CC=CC=C1)(=O)OC1=C(C=C(C=C1)C(N)=N)[N+](=O)[O-] (4-amidino-2-nitrophenyl benzoate). RXN SMILES: C(=O)([O-])[O-].CS(O)(=O)=O.C(OCC)C.CS(O)(=O)=O.[C:20]([O:28][C:29]1[CH:34]=[CH:33][C:32]([C:35](=[NH:37])[NH2:36])=[CH:31][C:30]=1[N+:38]([O-:40])=[O:39])(=[O:27])[C:21]1[CH:26]=[CH:25][CH:24]=[CH:23][CH:22]=1>CO>[C:20]([O:28][C:29]1[CH:34]=[CH:33][C:32]([C:35](=[NH:36])[NH2:37])=[CH:31][C:30]=1[N+:38]([O-:40])=[O:39])(=[O:27])[C:21]1[CH:22]=[CH:23][CH:24]=[CH:25][CH:26]=1 |f:3.4|. Procedure: Into 40 ml of dried pyridine, was dissolved 4.2 g of 4-amidino-2-nitrophenol methanesulfonate. To the solution, while being cooled in ice and stirred, was added portionwise 2.1 g of benzoyl chloride. The solution was stirred overnight at room temperature and removed of the insolubles by filtration. Ethyl ether was added to the filtrate to allow an oily substance to separate out. After removal of the supernatant, the oily substance was washed a few times with ethyl ether, and dissolved in water. ... The reactants are salt, C(=O)(OC(C)(C)C)N1CCNCC1 (N-Boc piperazine), [I-].C1=CC=CC2=[S+]C3=CC=CC=C3N=C12 (Phenothiazin-5-ium iodide), COCCNCCOC (bis(2-methoxyethyl)amine). Solvent: CO (MeOH), C(Cl)(Cl)Cl (CHCl3). Reaction conditions: time 8 hour. The product is [I-].COCCN(C=1C=CC2=NC3=CC=C(C=C3[S+]=C2C1)N1CCN(CC1)C(=O)OC(C)(C)C)CCOC (3-(Bis(2-methoxyethyl)amino)-7-(4-(tert-butoxycarbonyl)piperazin-1-yl)phenothiazin-5-ium iodide). RXN SMILES: [I-:1].[CH:2]1[C:15]2[C:6](=[S+:7][C:8]3[C:13]([N:14]=2)=[CH:12][CH:11]=[CH:10][CH:9]=3)[CH:5]=[CH:4][CH:3]=1.[CH3:16][O:17][CH2:18][CH2:19][NH:20][CH2:21][CH2:22][O:23][CH3:24].[C:25]([N:32]1[CH2:37][CH2:36][NH:35][CH2:34][CH2:33]1)([O:27][C:28]([CH3:31])([CH3:30])[CH3:29])=[O:26]>C(Cl)(Cl)Cl.CO>[I-:1].[CH3:16][O:17][CH2:18][CH2:19][N:20]([CH2:21][CH2:22][O:23][CH3:24])[C:4]1[CH:3]=[CH:2][C:15]2[C:6]([CH:5]=1)=[S+:7][C:8]1[C:13](=[CH:12][CH:11]=[C:10]([N:35]3[CH2:34][CH2:33][N:32]([C:25]([O:27][C:28]([CH3:31])([CH3:30])[CH3:29])=[O:26])[CH2:37][CH2:36]3)[CH:9]=1)[N:14]=2 |f:0.1,6.7|. Procedure: Phenothiazin-5-ium iodide (400 mg, 0.567 mmol) was dissolved in CHCl3 (20 mL) and bis(2-methoxyethyl)amine (0.17 mL, 1.13 mmol) was added dropwise. The mixture was stirred at RT overnight. The solvent was removed and the material was used without purification. The salt (200 mg, 0.281 mol) was dissolved in MeOH (20 mL) and a solution of N-Boc piperazine (105 mg, 0.562 mmol) was added. The mixture was stirred for 24 hrs and the solvent was removed by evaporation. The crude material was purified by...